From a dataset of the Open Reaction Database (ORD), a public repository of structured organic reaction records. describe an organic reaction: reactants, conditions, products, and yield Conditions: time 65 hour. Reaction SMILES: F[B-](F)(F)F.[CH3:6][O+](C)C.C(C1C=CC=C(C(C)(C)C)N=1)(C)(C)C.[CH2:24]([O:31][C:32](=[O:45])[NH:33][C:34]1[C:35]([OH:44])=[N:36][C:37]([CH2:40][CH2:41][CH:42]=[CH2:43])=[CH:38][CH:39]=1)[C:25]1[CH:30]=[CH:29][CH:28]=[CH:27][CH:26]=1>C(Cl)Cl>[CH2:24]([O:31][C:32](=[O:45])[NH:33][C:34]1[C:35]([O:44][CH3:6])=[N:36][C:37]([CH2:40][CH2:41][CH:42]=[CH2:43])=[CH:38][CH:39]=1)[C:25]1[CH:30]=[CH:29][CH:28]=[CH:27][CH:26]=1 |f:0.1|. Procedure details: Trimethyloxonium tetrafluoroborate (2.0 g, 13.5 mmol, 1.2 equiv) and 2,6-di-tert-butylpyridine (1.52 mL, 6.76 mmol, 0.6 equiv) were added to a solution of d1 (3.36 g, 11.26 mmol, 1 equiv) in CH2Cl2 (80 mL) at 23° C. The reaction mixture was stirred at that temperature for 65 h, then was partitioned between water (2×50 mL) and CH2Cl2 (2×200 mL) and combined organic layers were dried over Na2SO4 and concentrated. The residue was purified by flash column chromatography (5% EtOAc in hexanes) to affo... Yield: 90.7%. The reactants are F[B-](F)(F)F.C[O+](C)C (Trimethyloxonium tetrafluoroborate), C(C)(C)(C)C1=NC(=CC=C1)C(C)(C)C (2,6-di-tert-butylpyridine), C(C1=CC=CC=C1)OC(NC=1C(=NC(=CC1)CCC=C)O)=O ((6-But-3-enyl-2-hydroxypyridin-3-yl)carbamic Acid Benzyl Ester). Yields the product C(C1=CC=CC=C1)OC(NC=1C(=NC(=CC1)CCC=C)OC)=O ((6-But-3-enyl-2-methoxypyridin-3-yl)carbamic Acid Benzyl Ester). Run in C(Cl)Cl (CH2Cl2).